From a dataset of the Open Reaction Database (ORD), a public repository of structured organic reaction records. describe an organic reaction: reactants, conditions, products, and yield Reactants: C1CCOC1, COc1ccc(N)cc1O, Cc1cc(C(=O)Nc2ccc(C(=O)c3ccc4c(c3)NC(=O)C4=CO)cc2)n(C)n1. Yields the product COc1ccc(NC=C2C(=O)Nc3cc(C(=O)c4ccc(NC(=O)c5cc(C)nn5C)cc4)ccc32)cc1O. Reaction SMILES: [CH2:41]1[O:42][CH2:43][CH2:44][CH2:45]1.[NH2:31][c:32]1[cH:33][cH:34][c:35]([O:39][CH3:40])[c:36]([OH:38])[cH:37]1.[OH:1][CH:2]=[C:3]1[C:4](=[O:30])[NH:5][c:6]2[cH:7][c:8]([C:12](=[O:13])[c:14]3[cH:15][cH:16][c:17]([NH:20][C:21](=[O:22])[c:23]4[n:24]([CH3:29])[n:25][c:26]([CH3:28])[cH:27]4)[cH:18][cH:19]3)[cH:9][cH:10][c:11]21>>[CH:2](=[C:3]1[C:4](=[O:30])[NH:5][c:6]2[cH:7][c:8]([C:12](=[O:13])[c:14]3[cH:15][cH:16][c:17]([NH:20][C:21](=[O:22])[c:23]4[n:24]([CH3:29])[n:25][c:26]([CH3:28])[cH:27]4)[cH:18][cH:19]3)[cH:9][cH:10][c:11]21)[NH:31][c:32]1[cH:33][cH:34][c:35]([O:39][CH3:40])[c:36]([OH:38])[cH:37]1. The reactants are N([C@@H](CC(N)=O)C(=O)OC(C)(C)C)C(=O)OCC1=CC=CC=C1 (Z-Asn-OtBu). Reagents/catalysts: [C].[Pd] (palladium carbon). The solvent is C(C)(=O)OCC (ethyl acetate). Product: N[C@@H](CC(N)=O)C(=O)OC(C)(C)C (H-Asn-OtBu). Reaction SMILES: [NH:1](C(OCC1C=CC=CC=1)=O)[C@H:2]([C:7]([O:9][C:10]([CH3:13])([CH3:12])[CH3:11])=[O:8])[CH2:3][C:4](=[O:6])[NH2:5]>C(OCC)(=O)C.[C].[Pd]>[NH2:1][C@H:2]([C:7]([O:9][C:10]([CH3:13])([CH3:12])[CH3:11])=[O:8])[CH2:3][C:4](=[O:6])[NH2:5] |f:2.3|. Procedure: 23.6 Grams (73.2 mmols) of Z-Asn-OtBu in 200 ml of ethyl acetate are hydrogenated in the presence of 2 g of palladium carbon (10% Pd) until, after 1 hour, hydrogen is no longer absorbed. The catalyst is filtered off and the filtrate concentrated, whereupon the product, melting at 96°-98° C., crystallizes out. Optical rotation [α]D20 =+2° (c=2.1 in methanol). In the thin-layer chromatogram on silica gel the Rf52 =0.30; Rf45 =0.50.